Dataset: the Open Reaction Database (ORD), a public repository of structured organic reaction records. Task: describe an organic reaction: reactants, conditions, products, and yield The reactants are C(C)(=O)NC1=C(C=C(C=C1)SCC1=CC=CC=C1)N (1-acetamido-2-amino-4-benzylthiobenzene), COC(=O)N=C=S (methoxycarbonylisothiocyanate). Solvent: CC(=O)C (acetone). Reaction conditions: time 8 hour. Yields the product COC(=O)NC(NC1=C(C=CC(=C1)SCC1=CC=CC=C1)NC(C)=O)=S (1-(3-methoxycarbonyl-2-thioureido)-2-acetamido-5-benzylthiobenzene). Reaction SMILES: [C:1]([NH:4][C:5]1[CH:10]=[CH:9][C:8]([S:11][CH2:12][C:13]2[CH:18]=[CH:17][CH:16]=[CH:15][CH:14]=2)=[CH:7][C:6]=1[NH2:19])(=[O:3])[CH3:2].[CH3:20][O:21][C:22]([N:24]=[C:25]=[S:26])=[O:23]>CC(C)=O>[CH3:20][O:21][C:22]([NH:24][C:25](=[S:26])[NH:19][C:6]1[CH:7]=[C:8]([S:11][CH2:12][C:13]2[CH:18]=[CH:17][CH:16]=[CH:15][CH:14]=2)[CH:9]=[CH:10][C:5]=1[NH:4][C:1](=[O:3])[CH3:2])=[O:23]. Procedure: 1.6 G. of 1-acetamido-2-amino-4-benzylthiobenzene is dissolved in 32 ml. acetone and treated with 2.4 g. methoxycarbonylisothiocyanate. The mixture is left overnight at room temperature, then concentrated and the residue triturated with ether. Pure 1-(3-methoxycarbonyl-2-thioureido)-2-acetamido-5-benzylthiobenzene is obtained by recrystallization from methanol. Reactants: C1(=CC=CC=C1)C1=NN(C(=C1C1=CC=CC=C1)C1=CC=CC=C1)CCCCO (3,4,5-Triphenyl-1H-pyrazol-1-butanol), [Cr](=O)(=O)([O-])Cl.[NH+]1=CC=CC=C1 (pyridinium chlorochromate). Run in C(Cl)Cl (CH2Cl2), C(Cl)Cl (CH2Cl2). Reaction conditions: time 3 hour. Yields the product C1(=CC=CC=C1)C1=NN(C(=C1C1=CC=CC=C1)C1=CC=CC=C1)CCCC=O (3,4,5-triphenyl-1H-pyrazol-1-butanal). Reaction SMILES: [C:1]1([C:7]2[C:11]([C:12]3[CH:17]=[CH:16][CH:15]=[CH:14][CH:13]=3)=[C:10]([C:18]3[CH:23]=[CH:22][CH:21]=[CH:20][CH:19]=3)[N:9]([CH2:24][CH2:25][CH2:26][CH2:27][OH:28])[N:8]=2)[CH:6]=[CH:5][CH:4]=[CH:3][CH:2]=1.[Cr](Cl)([O-])(=O)=O.[NH+]1C=CC=CC=1>C(Cl)Cl>[C:1]1([C:7]2[C:11]([C:12]3[CH:17]=[CH:16][CH:15]=[CH:14][CH:13]=3)=[C:10]([C:18]3[CH:19]=[CH:20][CH:21]=[CH:22][CH:23]=3)[N:9]([CH2:24][CH2:25][CH2:26][CH:27]=[O:28])[N:8]=2)[CH:2]=[CH:3][CH:4]=[CH:5][CH:6]=1 |f:1.2|. Procedure details: 3,4,5-Triphenyl-1H-pyrazol-1-butanol (4 g, 10.9 mmol) in dry CH2Cl2 (10 mL) was added to a stirred suspension of pyridinium chlorochromate (7.03 g, 32.6 mmol) in dry CH2Cl2 (370 mL). After 3 hours, the CH2Cl2 was removed in vacuo and the residue diluted with diethyl ether (800 mL) and filtered through diatomateous earth. The organic phase was washed twice with water and once with saturated sodium chloride solution, dried over sodium sulfate and concentrated to furnish 3,4,5-triphenyl-1H-pyrazol-... The reactants are Cl (HCl), CN(C1CCCCC1)C (dimethylcyclohexylamine), [Cl-].[Cl-].[Cl-].[Al+3] (aluminum trichloride), C1=CC(=CC=C1O)C (p-cresol), C(C1=CC=CC=C1)(=O)Cl (benzoyl chloride). Solvent: O (water), ClC1=CC=CC=C1 (chlorobenzene). Reaction conditions: temperature 50 celsius. Product: OC1=C(C(=O)C2=CC=CC=C2)C=C(C=C1)C (2-hydroxy-5-methylbenzophenone). The yield is 81.0%. As a reaction SMILES: CN(C)C1CCCCC1.[CH:10]1[C:15]([OH:16])=[CH:14][CH:13]=[C:12]([CH3:17])[CH:11]=1.[C:18](Cl)(=[O:25])[C:19]1[CH:24]=[CH:23][CH:22]=[CH:21][CH:20]=1.[Cl-].[Cl-].[Cl-].[Al+3].Cl>ClC1C=CC=CC=1.O>[OH:16][C:15]1[CH:14]=[CH:13][C:12]([CH3:17])=[CH:11][C:10]=1[C:18]([C:19]1[CH:24]=[CH:23][CH:22]=[CH:21][CH:20]=1)=[O:25] |f:3.4.5.6|. Procedure details: ##STR19## 38 g (0.3 mol) of dimethylcyclohexylamine and 27 g (0.25 mol) of p-cresol in 150 ml of chlorobenzene were initially taken. 35.1 g (0.25 mol) of benzoyl chloride were added dropwise over one hour, the temperature increasing to 50° C. After cooling to room temperature, the suspension was added to 100 ml of water in order to separate off the dimethylcyclohexylamine hydrochloride. The organic phase was separated off and was dried by partial distillation. 33 g (0.25 mol) of aluminum trichlo... Run in C(C)(=O)OCC (ethyl acetate). The reagents and catalysts are [C-]#N.[Zn+2].[C-]#N (zinc cyanide), C=1C=CC(=CC1)[P](C=2C=CC=CC2)(C=3C=CC=CC3)[Pd]([P](C=4C=CC=CC4)(C=5C=CC=CC5)C=6C=CC=CC6)([P](C=7C=CC=CC7)(C=8C=CC=CC8)C=9C=CC=CC9)[P](C=1C=CC=CC1)(C=1C=CC=CC1)C=1C=CC=CC1 (tetrakis(triphenylphosphine)palladium(0)). Yields the product O[C@H]1COCC[C@@H]1N1C=NC2=C3C(=C(C=C2C1=O)CC=1C=CC(=NC1)C#N)C=CC=C3 (5-({3-[(3R,4S)-3-Hydroxytetrahydro-2H-pyran-4-yl]-4-oxo-3,4-dihydrobenzo[h]quinazolin-6-yl}methyl)pyridine-2-carbonitrile). Procedure details: To a solution of 6-[(6-chloropyridin-3-yl)methyl]-3-[(3R,4S)-3-hydroxytetrahydro-2H-pyran-4-yl]benzo[h]quinazolin-4(3H)-one (0.100 g, 0.237 mmol) in 1 mL of DMF under an atmosphere of nitrogen was added zinc cyanide (Example 1, 0.084 g, 0.71 mmol) and tetrakis(triphenylphosphine)palladium(0) (13.7 mg, 0.012 mmol). The mixture was heated to 100° C. for 8 h, then at 140° C. for another 15 h. The reaction was cooled to rt, diluted with ethyl acetate, washed 3× with brine, dried over sodium sulfate,... RXN SMILES: Cl[C:2]1[N:7]=[CH:6][C:5]([CH2:8][C:9]2[CH:10]=[C:11]3[C:16](=[C:17]4[CH:22]=[CH:21][CH:20]=[CH:19][C:18]=24)[N:15]=[CH:14][N:13]([C@H:23]2[CH2:28][CH2:27][O:26][CH2:25][C@@H:24]2[OH:29])[C:12]3=[O:30])=[CH:4][CH:3]=1.[CH3:31][N:32](C=O)C>C(OCC)(=O)C.[C-]#N.[Zn+2].[C-]#N.C1C=CC([P]([Pd]([P](C2C=CC=CC=2)(C2C=CC=CC=2)C2C=CC=CC=2)([P](C2C=CC=CC=2)(C2C=CC=CC=2)C2C=CC=CC=2)[P](C2C=CC=CC=2)(C2C=CC=CC=2)C2C=CC=CC=2)(C2C=CC=CC=2)C2C=CC=CC=2)=CC=1>[OH:29][C@@H:24]1[C@@H:23]([N:13]2[C:12](=[O:30])[C:11]3[C:16](=[C:17]4[CH:22]=[CH:21][CH:20]=[CH:19][C:18]4=[C:9]([CH2:8][C:5]4[CH:4]=[CH:3][C:2]([C:31]#[N:32])=[N:7][CH:6]=4)[CH:10]=3)[N:15]=[CH:14]2)[CH2:28][CH2:27][O:26][CH2:25]1 |f:3.4.5,^1:50,52,71,90|. Reaction conditions: temperature 100 celsius, time 15 hour. Reactants: ClC1=CC=C(C=N1)CC=1C=C2C(N(C=NC2=C2C1C=CC=C2)[C@@H]2[C@H](COCC2)O)=O (6-[(6-chloropyridin-3-yl)methyl]-3-[(3R,4S)-3-hydroxytetrahydro-2H-pyran-4-yl]benzo[h]quinazolin-4(3H)-one), CN(C)C=O (DMF). Reactants: CN1CCC(c2ccc(OC(C)(C)CBr)cc2)c2ccccc21, CC(=O)[O-], [K+], CN(C)C=O. Yields the product CC(=O)OCC(C)(C)Oc1ccc(C2CCN(C)c3ccccc32)cc1. As a reaction SMILES: [CH3:1][N:2]1[CH2:3][CH2:4][CH:5]([c:12]2[cH:13][cH:14][c:15]([O:16][C:17]([CH2:18][Br:19])([CH3:20])[CH3:21])[cH:22][cH:23]2)[c:6]2[cH:7][cH:8][cH:9][cH:10][c:11]21.[CH3:25][C:26]([O-:27])=[O:28].[K+:24].[O:29]=[CH:30][N:31]([CH3:32])[CH3:33]>>[CH3:1][N:2]1[CH2:3][CH2:4][CH:5]([c:12]2[cH:13][cH:14][c:15]([O:16][C:17]([CH2:18][O:28][C:26]([CH3:25])=[O:27])([CH3:20])[CH3:21])[cH:22][cH:23]2)[c:6]2[cH:7][cH:8][cH:9][cH:10][c:11]21. The reactants are C(C=C)OC1=CC2=C(CSC2)C=C1 (5-(allyloxy)-1,3-dihydro-2-benzothiophene), [BH4-].[Na+] (sodium borohydride). The reagents and catalysts are C1(=CC=CC=C1)P(C1=CC=CC=C1)C1=CC=CC=C1.C1(=CC=CC=C1)P(C1=CC=CC=C1)C1=CC=CC=C1.C1(=CC=CC=C1)P(C1=CC=CC=C1)C1=CC=CC=C1.C1(=CC=CC=C1)P(C1=CC=CC=C1)C1=CC=CC=C1.[Pd] (palladium tetrakis(triphenylphosphine)). Run in C1CCOC1 (THF), C1CCOC1 (THF). Run at temperature 45 celsius, time 15 hour. The product is C1SCC2=C1C=CC(=C2)O (1,3-dihydro-2-benzothiophen-5-ol). As a reaction SMILES: C([O:4][C:5]1[CH:13]=[CH:12][C:8]2[CH2:9][S:10][CH2:11][C:7]=2[CH:6]=1)C=C.[BH4-].[Na+]>C1COCC1.C1(P(C2C=CC=CC=2)C2C=CC=CC=2)C=CC=CC=1.C1(P(C2C=CC=CC=2)C2C=CC=CC=2)C=CC=CC=1.C1(P(C2C=CC=CC=2)C2C=CC=CC=2)C=CC=CC=1.C1(P(C2C=CC=CC=2)C2C=CC=CC=2)C=CC=CC=1.[Pd]>[CH2:9]1[C:8]2[CH:12]=[CH:13][C:5]([OH:4])=[CH:6][C:7]=2[CH2:11][S:10]1 |f:1.2,4.5.6.7.8|. Reported procedure: The allyl ether from stage (ii) (800 mg, 4.16 mmol) was dissolved in THF (10 mL) and treated with palladium tetrakis(triphenylphosphine) (481 mg, 0.42 mmol) followed by sodium borohydride (944 mg, 25 mmol). The mixture was then heated to 45° C. and stirred at this temperature for 15 h. After cooling to room temperature the THF was evaporated and the residue partitioned between 2M NaOH solution (25 mL) and diethyl ether (25 mL). The aqueous layer was separated and the organic layer re-extracted w...